This data is from the Open Reaction Database (ORD), a public repository of structured organic reaction records. The task is: describe an organic reaction: reactants, conditions, products, and yield Reactants: BrC1=CC=CC(=N1)C(CF)N1CCOCC1 (4-[1-(6-bromopyridin-2-yl)-2-fluoroethyl]morpholine), NC=1SC(=CC1C(=O)N)C1=C(C=C(C=C1)C(C)(C)O)F (2-amino-5-[2-fluoro-4-(1-hydroxy-1-methylethyl)phenyl]thiophene-3-carboxamide). The product is FC1=C(C=CC(=C1)C(C)(C)O)C1=CC(=C(S1)NC1=NC(=CC=C1)C(CF)N1CCOCC1)C(=O)N (5-[2-Fluoro-4-(1-hydroxy-1-methylethyl)phenyl]-2-{[6-(2-fluoro-1-morpholin-4-ylethyl)pyridin-2-yl]amino}thiophene-3-carboxamide). RXN SMILES: Br[C:2]1[N:7]=[C:6]([CH:8]([N:11]2[CH2:16][CH2:15][O:14][CH2:13][CH2:12]2)[CH2:9][F:10])[CH:5]=[CH:4][CH:3]=1.[NH2:17][C:18]1[S:19][C:20]([C:26]2[CH:31]=[CH:30][C:29]([C:32]([OH:35])([CH3:34])[CH3:33])=[CH:28][C:27]=2[F:36])=[CH:21][C:22]=1[C:23]([NH2:25])=[O:24]>>[F:36][C:27]1[CH:28]=[C:29]([C:32]([OH:35])([CH3:33])[CH3:34])[CH:30]=[CH:31][C:26]=1[C:20]1[S:19][C:18]([NH:17][C:2]2[CH:3]=[CH:4][CH:5]=[C:6]([CH:8]([N:11]3[CH2:16][CH2:15][O:14][CH2:13][CH2:12]3)[CH2:9][F:10])[N:7]=2)=[C:22]([C:23]([NH2:25])=[O:24])[CH:21]=1. Reported procedure: The title compound was prepared according to the general procedure in Example 1 using 4-[1-(6-bromopyridin-2-yl)-2-fluoroethyl]morpholine (36.3 mg, 0.13 mmol) and 2-amino-5-[2-fluoro-4-(1-hydroxy-1-methylethyl)phenyl]thiophene-3-carboxamide (37 mg, 0.13 mmol) as the starting materials.